This data is from the Open Reaction Database (ORD), a public repository of structured organic reaction records. The task is: describe an organic reaction: reactants, conditions, products, and yield Starting materials: C[O-].[Na+] (sodium methoxide), Cl.NC(=N)N (guanidine hydrochloride), CN(C=C(C(C(=O)OCC)C(C)C)C=O)C (ethyl (RS)-4-dimethylamino-3-formyl-2-(1-methylethyl)-3-butenoate). Run in C(C)O (ethanol), C(C)O (ethanol). Run at time 70 hour. The product is NC1=NC=C(C=N1)C(C(=O)OCC)C(C)C (ethyl (RS)-2-(2-aminopyrimidin-5-yl)-3-methylbutanoate). As a reaction SMILES: C[O-].[Na+].Cl.[NH2:5][C:6]([NH2:8])=[NH:7].CN(C)[CH:11]=[C:12]([CH:22]=O)[CH:13]([CH:19]([CH3:21])[CH3:20])[C:14]([O:16][CH2:17][CH3:18])=[O:15]>C(O)C>[NH2:7][C:6]1[N:8]=[CH:11][C:12]([CH:13]([CH:19]([CH3:20])[CH3:21])[C:14]([O:16][CH2:17][CH3:18])=[O:15])=[CH:22][N:5]=1 |f:0.1,2.3|. Procedure details: A solution of sodium methoxide (0.9 g) in ethanol (5 cm3) was added dropwise to a stirred suspension of guanidine hydrochloride (1.58 g) and ethyl (RS)-4-dimethylamino-3-formyl-2-(1-methylethyl)-3-butenoate in ethanol (10 cm3). The reaction mixture was heated at the reflux temperature for 2 hours, then stood at the ambient temperature for 70 hours. The solvent was evaporated under reduced pressure and water added to the residue. The reactants are CON(C(=O)C=1C=CC2=C(C=C(O2)CCN2[C@@H](CCC2)C)C1)C (N-methoxy-N-methyl-2-{2-[(2R)-2-methyl-1-pyrrolidinyl]ethyl}-1-benzofuran-5-carboxamide), ClC1=C(C=C(C=C1)[Mg]Br)C (4-chloro-3-methylphenylmagnesium bromide). The product is ClC1=C(C=C(C=C1)C(=O)C=1C=CC2=C(C=C(O2)CCN2[C@@H](CCC2)C)C1)C ((4-chloro-3-methylphenyl)(2-{2-[(2R)-2-methyl-1-pyrrolidinyl]ethyl}-1-benzofuran-5-yl)methanone). Reaction SMILES: CON(C)[C:4]([C:6]1[CH:7]=[CH:8][C:9]2[O:13][C:12]([CH2:14][CH2:15][N:16]3[CH2:20][CH2:19][CH2:18][C@H:17]3[CH3:21])=[CH:11][C:10]=2[CH:22]=1)=[O:5].[Cl:24][C:25]1[CH:30]=[CH:29][C:28]([Mg]Br)=[CH:27][C:26]=1[CH3:33]>>[Cl:24][C:25]1[CH:30]=[CH:29][C:28]([C:4]([C:6]2[CH:7]=[CH:8][C:9]3[O:13][C:12]([CH2:14][CH2:15][N:16]4[CH2:20][CH2:19][CH2:18][C@H:17]4[CH3:21])=[CH:11][C:10]=3[CH:22]=2)=[O:5])=[CH:27][C:26]=1[CH3:33]. Reported procedure: The product from Example 71E and 4-chloro-3-methylphenylmagnesium bromide were processed as described in Example 71F to provide the title compound. 1HNMR (300 MHz, CD3OD) δ 1.47 (d, 3H), 1.75 (m, 1H), 1.80 (m, 2H), 2.10 (m, 2H), 2.38 (m, 1H), 2.44 (s, 3H), 3.50 (m, 2H), 3.55 (m, 1H), 3.80 (m, 2H), 6.85 (s, 1H), 7.5 (m, 3H), 7.7 (bs, 1H), 7.79 (dd, 1H), 8.01 (d, 1H); MS (ESI) m/z 382 (M+H)+.